The task is: describe an organic reaction: reactants, conditions, products, and yield. This data is from the Open Reaction Database (ORD), a public repository of structured organic reaction records. The reactants are BrBr (bromine), BrC=1C=2C3=C(C(NC3=CC1)=O)C=CC2 (6-bromo-benz[cd]indol-2(1H)-one). The solvent is C(C)(=O)O (acetic acid), C(C)(=O)O (acetic acid). Yields the product BrC=1C=2C3=C(C(NC3=C(C1)Br)=O)C=CC2 (6,8-Dibromo-benz[cd]indol-2(1H)-one). Yield: 66.5%. As a reaction SMILES: [Br:1]Br.[Br:3][C:4]1[C:5]2[C:6]3[C:10](=[CH:11][CH:12]=1)[NH:9][C:8](=[O:13])[C:7]=3[CH:14]=[CH:15][CH:16]=2>C(O)(=O)C>[Br:3][C:4]1[C:5]2[C:6]3[C:10](=[C:11]([Br:1])[CH:12]=1)[NH:9][C:8](=[O:13])[C:7]=3[CH:14]=[CH:15][CH:16]=2. Procedure details: A solution of bromine (3.8 g) in glacial acetic acid (15 mL) was added dropwise to a suspension of 6-bromo-benz[cd]indol-2(1H)-one[4 g, 16.1 mmol, described by H. Goldstein and P. Francey, Helv., 15, 1366 (1932)] in glacial acetic acid (30 mL) for 3-4 hr. The precipitate was collected by filtration, washed, dried (any coloration caused by the excess of bromine could be removed by washing with a diluted sodium thiosulfate solution), and crystallized from ethanol-water to give the title compound (...